The task is: describe an organic reaction: reactants, conditions, products, and yield. This data is from the Open Reaction Database (ORD), a public repository of structured organic reaction records. Reactants: IC1=C(N(C=2N=CN=C(C21)N2CCOCC2)COCC[Si](C)(C)C)C=O (5-Iodo-4-(morpholin-4-yl)-7-{[2-(trimethylsilyl)ethoxy]methyl}-7H-pyrrolo[2,3-d]pyrimidine-6-carbaldehyde), ClC=1C2=C(N=CN1)N(C(=C2C=2C=C(C#N)C=CC2)C)COCC[Si](C)(C)C (3-(4-chloro-6-methyl-7-{[2-(trimethylsilyl)ethoxy]methyl}-7H-pyrrolo[2,3-d]pyrimidin-5-yl)benzonitrile). The product is C(=O)C1=C(C2=C(N=CN=C2N2CCOCC2)N1COCC[Si](C)(C)C)C=1C=C(C#N)C=CC1 (3-[6-formyl-4-(morpholin-4-yl)-7-{[2-(trimethylsilyl)ethoxy]methyl}-7H-pyrrolo[2,3-d]pyrimidin-5-yl]benzonitrile). As a reaction SMILES: I[C:2]1[C:10]2[C:9]([N:11]3[CH2:16][CH2:15][O:14][CH2:13][CH2:12]3)=[N:8][CH:7]=[N:6][C:5]=2[N:4]([CH2:17][O:18][CH2:19][CH2:20][Si:21]([CH3:24])([CH3:23])[CH3:22])[C:3]=1[CH:25]=[O:26].ClC1C2C([C:37]3[CH:38]=[C:39]([CH:42]=[CH:43][CH:44]=3)[C:40]#[N:41])=C(C)N(COCC[Si](C)(C)C)C=2N=CN=1>>[CH:25]([C:3]1[N:4]([CH2:17][O:18][CH2:19][CH2:20][Si:21]([CH3:24])([CH3:23])[CH3:22])[C:5]2[N:6]=[CH:7][N:8]=[C:9]([N:11]3[CH2:16][CH2:15][O:14][CH2:13][CH2:12]3)[C:10]=2[C:2]=1[C:37]1[CH:38]=[C:39]([CH:42]=[CH:43][CH:44]=1)[C:40]#[N:41])=[O:26]. Reported procedure: 5-Iodo-4-(morpholin-4-yl)-7-{[2-(trimethylsilyl)ethoxy]methyl}-7H-pyrrolo[2,3-d]pyrimidine-6-carbaldehyde (C29) was converted to the product using the method described for synthesis of 3-(4-chloro-6-methyl-7-{[2-(trimethylsilyl)ethoxy]methyl}-7H-pyrrolo[2,3-d]pyrimidin-5-yl)benzonitrile (C7) in Example 2. The product was obtained as a yellow solid. Yield: 1.5 g, 3.2 mmol, 78%. 1H NMR (400 MHz, CDCl3) δ 9.75 (s, 1H), 8.60 (s, 1H), 7.77-7.83 (m, 2H), 7.72-7.76 (m, 1H), 7.67 (br dd, J=8, 8 Hz, 1H),... The reactants are [Cr](=O)(=O)([O-])Cl.[NH+]1=CC=CC=C1 (pyridinium chlorochromate), 3A, C(C1=CC=CC=C1)O[C@H](CO)[C@@H]1OC2(OC1)CCCCC2 (β(R)-benzyloxy-1,4-dioxaspiro[4,5]decane-2(R)-ethanol). Run in C(C)OCC (diethyl ether), ClCCl (dichloromethane). Run at time 20 hour. Product: C(C1=CC=CC=C1)O[C@H](C=O)[C@@H]1OC2(OC1)CCCCC2 (α(S)-benzyloxy-1,4-dioxaspiro[4,5]decane-2(R)-acetaldehyde). Yield: 77.9%. Reaction SMILES: [Cr](Cl)([O-])(=O)=O.[NH+]1C=CC=CC=1.[CH2:12]([O:19][C@@H:20]([C@H:23]1[CH2:27][O:26][C:25]2([CH2:32][CH2:31][CH2:30][CH2:29][CH2:28]2)[O:24]1)[CH2:21][OH:22])[C:13]1[CH:18]=[CH:17][CH:16]=[CH:15][CH:14]=1>ClCCl.C(OCC)C>[CH2:12]([O:19][C@@H:20]([C@H:23]1[CH2:27][O:26][C:25]2([CH2:32][CH2:31][CH2:30][CH2:29][CH2:28]2)[O:24]1)[CH:21]=[O:22])[C:13]1[CH:14]=[CH:15][CH:16]=[CH:17][CH:18]=1 |f:0.1|. Procedure: 15.0 g of pyridinium chlorochromate and 10.0 g of crushed 3A molecular sieves were added to a solution of 5.50 g (0.019 mol) of β(R)-benzyloxy-1,4-dioxaspiro[4,5]decane-2(R)-ethanol in 200 ml of dichloromethane. The mixture was stirred at room temperature for 20 hours, then diluted with 200 ml of diethyl ether and filtered. The filtrate was evaporated to give 4.30 g of α(S)-benzyloxy-1,4-dioxaspiro[4,5]decane-2(R)-acetaldehyde which was used in the next step without further purification. Reactants: ClCSC1=CC=C(C=C1)C ((Choromethyl)(p-tolyl)sulfane), CO (methanol), C1CC(=O)N(C1=O)Br (NBS). Solvent: O (water). The product is ClCS(=O)C1=CC=C(C=C1)C (1-((chloromethyl)sulfinyl)-4-methylbenzene). Yield: 89.5%. RXN SMILES: [Cl:1][CH2:2][S:3][C:4]1[CH:9]=[CH:8][C:7]([CH3:10])=[CH:6][CH:5]=1.CO.C1C(=O)N(Br)C(=[O:16])C1>O>[Cl:1][CH2:2][S:3]([C:4]1[CH:9]=[CH:8][C:7]([CH3:10])=[CH:6][CH:5]=1)=[O:16]. Procedure: (Choromethyl)(p-tolyl)sulfane (10 g, 57.91 mmol) was added to a mixture of methanol (50 mL) and water (10 mL). The resulting mixture was cooled to a temperature between 0° C. and 5° C. NBS (12.37 g, 1.2 eq) was added in small portions, maintaining the same temperature range. The reaction mixture was stirred within the same temperature range until the reaction was complete. Thereafter, the reaction mixture was quenched by the addition of Na2SO3 (10%, 30 mL). The pH of the reaction mixture was adj... The reactants are S(=O)(=O)(O)O.NO (hydroxylamine sulfate), O (water), OC1=CC(OC2=CC=CC=C12)=O (4-hydroxycoumarin), [OH-].[Na+] (sodium hydroxide). The reagents and catalysts are O.O.[Na+].[Na+].C(CN(CC(=O)[O-])CC(=O)[O-])N(CC(=O)O)CC(=O)O (ethylenediaminetetraacetic acid disodium salt dihydrate). Solvent: ClCCCl (1,2-dichloroethane). Yields the product O1N=C(C2=C1C=CC=C2)CC(=O)O (1,2-benzisoxazole-3-acetic acid). As a reaction SMILES: S(O)(O)(=O)=O.[NH2:6][OH:7].[OH2:8].[OH-:9].[Na+].O[C:12]1[C:21]2[C:16](=[CH:17][CH:18]=[CH:19][CH:20]=2)O[C:14](=O)[CH:13]=1>O.O.[Na+].[Na+].C(N(CC(O)=O)CC(O)=O)CN(CC([O-])=O)CC([O-])=O.ClCCCl>[O:7]1[C:20]2[CH:19]=[CH:18][CH:17]=[CH:16][C:21]=2[C:12]([CH2:13][C:14]([OH:9])=[O:8])=[N:6]1 |f:0.1,3.4,6.7.8.9.10|. Procedure details: A mixture of hydroxylamine sulfate (344.0 g), water (904 ml) and a 25% aqueous sodium hydroxide solution (456 ml) is stirred, and thereto are added 4-hydroxycoumarin (168.0 g) and ethylenediaminetetraacetic acid disodium salt dihydrate (3.2 g), and the mixture is stirred with heating at 84° C.-86° C. for 4 hours. The reaction mixture is cooled, and thereto is added 1,2-dichloroethane (240 ml). The mixture is stirred, and the aqueous layer is collected. The pH value of the aqueous layer is adjust... Reactants: CCOC(=O)CCc1nnc2c(=O)[nH]c3cc([N+](=O)[O-])ccc3n12, Cl, [Na+], [OH-], O. The product is O=C(O)CCc1nnc2c(=O)[nH]c3cc([N+](=O)[O-])ccc3n12. As a reaction SMILES: [CH2:1]([CH3:2])[O:3][C:4](=[O:5])[CH2:6][CH2:7][c:8]1[n:9][n:10][c:11]2[n:12]1[c:13]1[cH:14][cH:15][c:16]([N+:22](=[O:23])[O-:24])[cH:17][c:18]1[nH:19][c:20]2=[O:21].[ClH:27].[Na+:26].[OH-:25].[OH2:28]>>[O:3]=[C:4]([OH:5])[CH2:6][CH2:7][c:8]1[n:9][n:10][c:11]2[n:12]1[c:13]1[cH:14][cH:15][c:16]([N+:22](=[O:23])[O-:24])[cH:17][c:18]1[nH:19][c:20]2=[O:21]. Reactants: NC1=CC=C(C=C1)SC=1SC2=C(N1)C=C(C=C2)Cl (2-(4-aminophenylthio)-5-chlorobenzothiazole), ClC1=C(C=C(C=C1)N=C=S)C(F)(F)F (4-chloro-3-trifluoromethylphenylisothiocyanate). Yields the product ClC=1C=CC2=C(N=C(S2)SC2=CC=C(C=C2)NC(=S)NC2=CC(=C(C=C2)Cl)C(F)(F)F)C1 (1-[4-(5-Chloro-2-benzothiazolylthio)phenyl]-3-(4-chloro-3-trifluoromethylphenyl)thiourea). Yield: 0.0%. Reaction SMILES: [NH2:1][C:2]1[CH:7]=[CH:6][C:5]([S:8][C:9]2[S:10][C:11]3[CH:17]=[CH:16][C:15]([Cl:18])=[CH:14][C:12]=3[N:13]=2)=[CH:4][CH:3]=1.[Cl:19][C:20]1[CH:25]=[CH:24][C:23]([N:26]=[C:27]=[S:28])=[CH:22][C:21]=1[C:29]([F:32])([F:31])[F:30]>>[Cl:18][C:15]1[CH:16]=[CH:17][C:11]2[S:10][C:9]([S:8][C:5]3[CH:4]=[CH:3][C:2]([NH:1][C:27]([NH:26][C:23]4[CH:24]=[CH:25][C:20]([Cl:19])=[C:21]([C:29]([F:32])([F:30])[F:31])[CH:22]=4)=[S:28])=[CH:7][CH:6]=3)=[N:13][C:12]=2[CH:14]=1. Procedure: 2-(4-aminophenylthio)-5-chlorobenzothiazole (5.5 moles, 1.6 g) and 4-chloro-3-trifluoromethylphenylisothiocyanate (5.5 moles, 1.3 g) were reacted according to procedure C to yield the title compound 0.7 g, 24%. Mass Spec (FD 529. Calculated for C21H12C12F3N3S3 : C, 47.55; H, 2.28; N, 7.92. Found: C, 47.55; H, 3.32; N, 7.87. The reactants are CN1C2=NC(=NC(=C2N=C1C=O)N1CCOCC1)N1C(=NC2=C1C=CC=C2)C (9-methyl-2-(2-methyl-1H-benzo[d]imidazol-1-yl)-6-morpholino-9H-purine-8-carbaldehyde), N1=C(C=CC=C1)CCN (2-(pyridin-2-yl)ethanamine). Product: CN1C2=NC(=NC(=C2N=C1CNCCC1=NC=CC=C1)N1CCOCC1)N1C(=NC2=C1C=CC=C2)C (N-((9-methyl-2-(2-methyl-1H-benzo[d]imidazol-1-yl)-6-morpholino-9H-purin-8-yl)methyl)-2-(pyridin-2-yl)ethanamine). As a reaction SMILES: [CH3:1][N:2]1[C:10]([CH:11]=O)=[N:9][C:8]2[C:3]1=[N:4][C:5]([N:19]1[C:23]3[CH:24]=[CH:25][CH:26]=[CH:27][C:22]=3[N:21]=[C:20]1[CH3:28])=[N:6][C:7]=2[N:13]1[CH2:18][CH2:17][O:16][CH2:15][CH2:14]1.[N:29]1[CH:34]=[CH:33][CH:32]=[CH:31][C:30]=1[CH2:35][CH2:36][NH2:37]>>[CH3:1][N:2]1[C:10]([CH2:11][NH:37][CH2:36][CH2:35][C:30]2[CH:31]=[CH:32][CH:33]=[CH:34][N:29]=2)=[N:9][C:8]2[C:3]1=[N:4][C:5]([N:19]1[C:23]3[CH:24]=[CH:25][CH:26]=[CH:27][C:22]=3[N:21]=[C:20]1[CH3:28])=[N:6][C:7]=2[N:13]1[CH2:14][CH2:15][O:16][CH2:17][CH2:18]1. Procedure details: Following General Procedure L for reductive amination, 9-methyl-2-(2-methyl-1H-benzo[d]imidazol-1-yl)-6-morpholino-9H-purine-8-carbaldehyde and 2-(pyridin-2-yl)ethanamine were reacted to give 322. [M+H]+ 484.6.